Dataset: the Open Reaction Database (ORD), a public repository of structured organic reaction records. Task: describe an organic reaction: reactants, conditions, products, and yield Reactants: CC=1C=C(N)C=C(C1F)C (3,5-dimethyl-4-fluoroaniline), ClCCO (2-chloroethanol). Solvent: C(C)O (ethanol), [OH-].[Na+] (NaOH). The product is OCCNC1=CC(=C(C(=C1)C)F)C (N-(2-hydroxyethyl)-3,5-dimethyl-4-fluoroaniline). The yield is 86.5%. As a reaction SMILES: [CH3:1][C:2]1[CH:3]=[C:4]([CH:6]=[C:7]([CH3:10])[C:8]=1[F:9])[NH2:5].Cl[CH2:12][CH2:13][OH:14]>C(O)C.[OH-].[Na+]>[OH:14][CH2:13][CH2:12][NH:5][C:4]1[CH:6]=[C:7]([CH3:10])[C:8]([F:9])=[C:2]([CH3:1])[CH:3]=1 |f:3.4|. Reported procedure: In a mixed solution of 100 ml of ethanol and 60 ml of a 2N-NaOH solution were dissolved 12.3 g of the 3,5-dimethyl-4-fluoroaniline and 81 g of 2-chloroethanol, and the resulting solution was subjected to reaction with refluxing for 3 hours. After completion of the reaction, the ethanol was distilled off and the residue was extracted with ethyl acetate, after which the extract was washed with water, dried and then concentrated to obtain 14 g of crude N-(2-hydroxyethyl)-3,5-dimethyl-4-fluoroanilin... The reactants are N1C=CC2=CC(=CC=C12)C=CCO (3-(5-indolyl)allyl alcohol), C(C)N(C(C)C)C(C)C (N-ethyl-N,N-diisopropylamine), NC=1SC=2CCNCCC2N1 (2-amino-4,5,7,8-tetrahydro-6H-thiazolo[5,4-d]azepine). The solvent is C(Cl)(Cl)Cl (chloroform), C(Cl)Cl (methylene chloride). Conditions: temperature -5 celsius, time 15 hour. The product is NC=1SC=2CCN(CCC2N1)CC=CC=1C=C2C=CNC2=CC1 (2-Amino-6-(3-(5-indolyl)allyl)-4,5,7,8-tetrahydro-6H-thiazolo[5,4-d]azepine). Reaction SMILES: [NH:1]1[C:9]2[C:4](=[CH:5][C:6]([CH:10]=[CH:11][CH2:12]O)=[CH:7][CH:8]=2)[CH:3]=[CH:2]1.C(N(C(C)C)C(C)C)C.[NH2:23][C:24]1[S:25][C:26]2[CH2:27][CH2:28][NH:29][CH2:30][CH2:31][C:32]=2[N:33]=1>C(Cl)(Cl)Cl.C(Cl)Cl>[NH2:23][C:24]1[S:25][C:26]2[CH2:27][CH2:28][N:29]([CH2:12][CH:11]=[CH:10][C:6]3[CH:5]=[C:4]4[C:9](=[CH:8][CH:7]=3)[NH:1][CH:2]=[CH:3]4)[CH2:30][CH2:31][C:32]=2[N:33]=1. Procedure details: At -15° C., a solution of 63 mg (0.55 mmol) of methanesulphochloride in 6 ml of chloroform is added dropwise to a stirred solution of 95 mg (0.55 mmol) of 3-(5-indolyl)allyl alcohol and 142 mg (1.10 mmol) of N-ethyl-N,N-diisopropylamine in 6 ml of anhydrous methylene chloride and the resulting mixture is stirred for 15 hours at -5° C. It is evaporated down in vacuo at 20° C., the evaporation residue is dissolved in 3 ml of anhydrous dimethylformamide, 370 mg (2.20 mmol) of 2-amino-4,5,7,8-tetrah... Reactants: ClC1=C(C=CC(=C1)F)S(=O)(=O)C1CC(CC1)C(=O)O (rac-(1S,3S)-3-(2-chloro-4-fluoro-benzenesulfonyl)-cyclopentanecarboxylic acid), NC1(CC1)C#N (1-amino-cyclopropanecarbonitrile). Yields the product C(#N)C1(CC1)NC(=O)[C@H]1C[C@@H](CC1)S(=O)(=O)C1=C(C=C(C=C1)F)Cl ((1R,3R)-3-(2-Chloro-4-fluoro-benzenesulfonyl)-cyclopentanecarboxylic acid (1-cyano-cyclopropyl)-amide). RXN SMILES: [Cl:1][C:2]1[CH:7]=[C:6]([F:8])[CH:5]=[CH:4][C:3]=1[S:9]([CH:12]1[CH2:16][CH2:15][CH:14]([C:17]([OH:19])=O)[CH2:13]1)(=[O:11])=[O:10].[NH2:20][C:21]1([C:24]#[N:25])[CH2:23][CH2:22]1>>[C:24]([C:21]1([NH:20][C:17]([C@@H:14]2[CH2:15][CH2:16][C@@H:12]([S:9]([C:3]3[CH:4]=[CH:5][C:6]([F:8])=[CH:7][C:2]=3[Cl:1])(=[O:10])=[O:11])[CH2:13]2)=[O:19])[CH2:23][CH2:22]1)#[N:25]. Procedure: The title compound was synthesized in analogy to Example 68/69, Step 11, from rac-(1S,3S)-3-(2-chloro-4-fluoro-benzenesulfonyl)-cyclopentanecarboxylic acid and 1-amino-cyclopropanecarbonitrile to afford the desired product as a light yellow oil. MS (EI): 371.0 (M+H)+. The reactants are CCOCC, [O-]C(C(F)(F)F)(C(F)(F)F)C(F)(C(F)(F)F)C(F)(F)F, C=C(F)C(=O)Cl, [K+]. Product: C=C(F)C(=O)OC(C(F)(F)F)(C(F)(F)F)C(F)(C(F)(F)F)C(F)(F)F. Reaction SMILES: [CH3:28][CH2:29][O:30][CH2:31][CH3:32].[F:1][C:2]([C:3]([C:4]([C:5]([F:6])([F:7])[F:8])([C:9]([F:10])([F:11])[F:12])[F:13])([O-:14])[C:15]([F:16])([F:17])[F:18])([F:19])[F:20].[F:22][C:23]([C:24](=[O:25])[Cl:26])=[CH2:27].[K+:21]>>[F:1][C:2]([C:3]([C:4]([C:5]([F:6])([F:7])[F:8])([C:9]([F:10])([F:11])[F:12])[F:13])([O:14][C:24]([C:23]([F:22])=[CH2:27])=[O:25])[C:15]([F:16])([F:17])[F:18])([F:19])[F:20].